From a dataset of the Open Reaction Database (ORD), a public repository of structured organic reaction records. describe an organic reaction: reactants, conditions, products, and yield Starting materials: N[C@@H]1C=C[C@](C1)(CC(F)F)C(=O)N1[C@@H]2CN([C@H](C1)C2)C(=O)OC(C)(C)C (tert-butyl (1S,4S)-5-{[(1S,4S)-4-amino-1-(2,2-difluoroethyl)cyclopent-2-en-1-yl]carbonyl}-2,5-diazabicyclo[2.2.1]heptane-2-carboxylate), [H][H] (hydrogen). Reagents/catalysts: [Pd] (palladium on carbon). Solvent: CO (methanol). The product is N[C@H]1C[C@@](CC1)(CC(F)F)C(=O)N1[C@@H]2CN([C@H](C1)C2)C(=O)OC(C)(C)C (tert-butyl (1S,4S)-5-{[(1S,3R)-3-amino-1-(2,2-difluoroethyl)cyclopentyl]carbonyl}-2,5-diazabicyclo[2.2.1]heptane-2-carboxylate). RXN SMILES: [NH2:1][C@H:2]1[CH2:6][C@:5]([C:11]([N:13]2[CH2:18][C@@H:17]3[CH2:19][C@H:14]2[CH2:15][N:16]3[C:20]([O:22][C:23]([CH3:26])([CH3:25])[CH3:24])=[O:21])=[O:12])([CH2:7][CH:8]([F:10])[F:9])[CH:4]=[CH:3]1.[H][H]>[Pd].CO>[NH2:1][C@@H:2]1[CH2:3][CH2:4][C@@:5]([C:11]([N:13]2[CH2:18][C@@H:17]3[CH2:19][C@H:14]2[CH2:15][N:16]3[C:20]([O:22][C:23]([CH3:26])([CH3:25])[CH3:24])=[O:21])=[O:12])([CH2:7][CH:8]([F:9])[F:10])[CH2:6]1. Reported procedure: A mixture of tert-butyl (1S,4S)-5-{[(1S,4S)-4-amino-1-(2,2-difluoroethyl)cyclopent-2-en-1-yl]carbonyl}-2,5-diazabicyclo[2.2.1]heptane-2-carboxylate (6.50 g, 17.5 mmol) and 5% palladium on carbon in methanol (100 ml) was stirred at room temperature under 46 psi of hydrogen for 21 hours. The reaction was filtered through celite and the filter cake washed with methanol. The filtrate and washings were concentrated under reduced pressure to give tert-butyl (1S,4S)-5-{[(1S,3R)-3-amino-1-(2,2-difluoroe... The reactants are ClC=1C=C2C(=NC=NC2=CC1)NC1=CC=C(C=C1)S(=O)(=O)O (4-(6-Chloro-4-quinazolinylamino)benzenesulphonic acid), C(C)N(CCN)CC (N,N-diethylethylenediamine), Cl.S(=O)(=O)(Cl)Cl (sulphonyl chloride hydrochloride), sulphonic acid. Product: ClC=1C=C2C(=NC=NC2=CC1)NC1=CC=C(C=C1)S(=O)(=O)NCCN(CC)CC (4-(6-Chloro-4-quinazolinylamino)-N-(2-diethylaminoethyl)benzenesulphonamid), hemihydrate. RXN SMILES: Cl.S(Cl)(Cl)(=O)=O.[Cl:7][C:8]1[CH:9]=[C:10]2[C:15](=[CH:16][CH:17]=1)[N:14]=[CH:13][N:12]=[C:11]2[NH:18][C:19]1[CH:24]=[CH:23][C:22]([S:25]([OH:28])(=[O:27])=O)=[CH:21][CH:20]=1.[CH2:29]([N:31]([CH2:35][CH3:36])[CH2:32][CH2:33][NH2:34])[CH3:30]>>[Cl:7][C:8]1[CH:9]=[C:10]2[C:15](=[CH:16][CH:17]=1)[N:14]=[CH:13][N:12]=[C:11]2[NH:18][C:19]1[CH:20]=[CH:21][C:22]([S:25]([NH:34][CH2:33][CH2:32][N:31]([CH2:35][CH3:36])[CH2:29][CH3:30])(=[O:27])=[O:28])=[CH:23][CH:24]=1 |f:0.1|. Reported procedure: The sulphonyl chloride hydrochloride derivative of the sulphonic acid of part (a) was used to sulphonylate N,N-diethylethylenediamine using a similar procedure to Example 8. The crude product obtained after evaporation of solvent from the chloroform layer was a brown solid which was purified by column chromatography (basic alumina: 1% ethanol/chloroform) to give a creamy white solid. Recrystallisation from ethanol/water gave the title compound hemihydrate, m.p. 110°-113° C. Reaction SMILES: [C:1]([NH:5][CH2:6][CH:7]([OH:25])[CH2:8][O:9][C:10]1[CH:15]=[CH:14][C:13]([C:16]2[NH:17][CH:18]=[C:19]([C:21]([O:23]C)=O)[N:20]=2)=[CH:12][CH:11]=1)([CH3:4])([CH3:3])[CH3:2].[NH3:26]>CO>[C:1]([NH:5][CH2:6][CH:7]([OH:25])[CH2:8][O:9][C:10]1[CH:15]=[CH:14][C:13]([C:16]2[NH:17][CH:18]=[C:19]([C:21](=[O:23])[NH2:26])[N:20]=2)=[CH:12][CH:11]=1)([CH3:4])([CH3:3])[CH3:2]. Starting materials: C(C)(C)(C)NCC(COC1=CC=C(C=C1)C=1NC=C(N1)C(=O)OC)O (methyl 2-[4-(3-tert. butylamino-2-hydroxypropoxy)phenyl]imidazole-4-carboxylate), N (ammonia). Run in CO (methanol). Yields the product C(C)(C)(C)NCC(COC1=CC=C(C=C1)C=1NC=C(N1)C(N)=O)O (2-[4-(3-tert. butylamino-2-hydroxypropoxy)phenyl]-4-carbamoylimidazole). Procedure: A solution of methyl 2-[4-(3-tert. butylamino-2-hydroxypropoxy)phenyl]imidazole-4-carboxylate (10 g.) in methanol (100 ml.) is reacted in a bomb with ammonia (44 g.) at 100° C. for about 24 hours. The reaction mixture is concentrated under reduced pressure and the residue is chromatographed on silica gel. The product is eluted with chloroform that is washed with concentrated aqueous ammonia (90%) and methanol (10%) and is recrystallized from acetonitrile to yield the 2-[4-(3-tert. butylamino-2-h... Reactants: C1CNCCN1, C=Cc1ccc(-n2c(Cl)c(C=O)c3ccccc32)cc1. Product: C=Cc1ccc(-n2c(N3CCNCC3)c(C=O)c3ccccc32)cc1. RXN SMILES: [CH2:21]1[CH2:22][NH:23][CH2:24][CH2:25][NH:26]1.[Cl:1][c:2]1[n:3](-[c:13]2[cH:14][cH:15][c:16]([CH:19]=[CH2:20])[cH:17][cH:18]2)[c:4]2[cH:5][cH:6][cH:7][cH:8][c:9]2[c:10]1[CH:11]=[O:12]>>[c:2]1([N:23]2[CH2:22][CH2:21][NH:26][CH2:25][CH2:24]2)[n:3](-[c:13]2[cH:14][cH:15][c:16]([CH:19]=[CH2:20])[cH:17][cH:18]2)[c:4]2[cH:5][cH:6][cH:7][cH:8][c:9]2[c:10]1[CH:11]=[O:12]. Reactants: COC1=CC=C(C(=O)N2[C@H](C[C@H](C3=CC=CC=C23)NC2=CC=NC=C2)C)C=C1 ((2S,4R)-1-(4-methoxybenzoyl)-2-methyl-N-pyridin-4-yl-1,2,3,4-tetrahydroquinolin-4-amine), C(C)(C)N(CC)C(C)C (diisopropylethylamine), C(C)(=O)Cl (acetyl chloride). Conditions: time 2 hour. As a reaction SMILES: [CH3:1][O:2][C:3]1[CH:28]=[CH:27][C:6]([C:7]([N:9]2[C:18]3[C:13](=[CH:14][CH:15]=[CH:16][CH:17]=3)[C@H:12]([NH:19][C:20]3[CH:25]=[CH:24][N:23]=[CH:22][CH:21]=3)[CH2:11][C@@H:10]2[CH3:26])=[O:8])=[CH:5][CH:4]=1.C(N(C(C)C)CC)(C)C.[C:38](Cl)(=[O:40])[CH3:39]>C(Cl)Cl>[CH3:1][O:2][C:3]1[CH:4]=[CH:5][C:6]([C:7]([N:9]2[C:18]3[C:13](=[CH:14][CH:15]=[CH:16][CH:17]=3)[C@H:12]([N:19]([C:20]3[CH:21]=[CH:22][N:23]=[CH:24][CH:25]=3)[C:38](=[O:40])[CH3:39])[CH2:11][C@@H:10]2[CH3:26])=[O:8])=[CH:27][CH:28]=1. The yield is 60.2%. Solvent: C(Cl)Cl (methylene chloride). Yields the product COC1=CC=C(C(=O)N2[C@H](C[C@H](C3=CC=CC=C23)N(C(C)=O)C2=CC=NC=C2)C)C=C1 (N-[(2S,4R)-1-(4-methoxybenzoyl)-2-methyl-1,2,3,4-tetrahydroquinolin-4-yl]-N-pyridin-4-ylacetamide). Procedure: To a solution of (2S,4R)-1-(4-methoxybenzoyl)-2-methyl-N-pyridin-4-yl-1,2,3,4-tetrahydroquinolin-4-amine (90 mg, 0.24 mmol, 1 equ.) in methylene chloride (0.8 mL) was added diisopropylethylamine (84 uL, 0.48 mmol, 2 equ.) followed by acetyl chloride (340 uL, 4.80 mmol, 20 equ.). The mixture was stirred at room temperature for 2 h. The mixture was concentrated under reduced pressure, dissolved in ethyl acetate, washed with sat. aqueous sodium bicarbonate, brine and dried over magnesium sulfate, f...